Dataset: the Open Reaction Database (ORD), a public repository of structured organic reaction records. Task: describe an organic reaction: reactants, conditions, products, and yield Reactants: N#CC1CC(F)CN1C(=O)CN(C(=O)OCc1ccccc1)C12CCC(C(=O)On3nnc4ccccc43)(CC1)CC2, NC1CCCCC1. The product is N#CC1CC(F)CN1C(=O)CN(C(=O)OCc1ccccc1)C12CCC(C(=O)NC3CCCCC3)(CC1)CC2. RXN SMILES: [CH2:1]([c:2]1[cH:3][cH:4][cH:5][cH:6][cH:7]1)[O:8][C:9](=[O:10])[N:11]([C:12]12[CH2:13][CH2:14][C:15]([C:20]([O:22][n:21]3[c:23]4[cH:24][cH:25][cH:26][cH:27][c:28]4[n:29][n:30]3)=[O:31])([CH2:16][CH2:17]1)[CH2:18][CH2:19]2)[CH2:32][C:33](=[O:34])[N:35]1[CH:36]([C:41]#[N:42])[CH2:37][CH:38]([F:40])[CH2:39]1.[NH2:43][CH:44]1[CH2:45][CH2:46][CH2:47][CH2:48][CH2:49]1>>[CH2:1]([c:2]1[cH:3][cH:4][cH:5][cH:6][cH:7]1)[O:8][C:9](=[O:10])[N:11]([C:12]12[CH2:13][CH2:14][C:15]([C:20](=[O:22])[NH:43][CH:44]3[CH2:45][CH2:46][CH2:47][CH2:48][CH2:49]3)([CH2:16][CH2:17]1)[CH2:18][CH2:19]2)[CH2:32][C:33](=[O:34])[N:35]1[CH:36]([C:41]#[N:42])[CH2:37][CH:38]([F:40])[CH2:39]1. Starting materials: BrC1=CC=C2C(=N1)NC=C2C#N (6-bromo-1H-pyrrolo[2,3-b]pyridine-3-carbonitrile), BrCC1=CC(=CC=C1)F (1-(bromomethyl)-3-fluorobenzene). Yields the product BrC1=CC=C2C(=N1)N(C=C2C#N)CC2=CC(=CC=C2)F (6-bromo-1-(3-fluorobenzyl)-1H-pyrrolo[2,3-b]pyridine-3-carbonitrile). Reaction SMILES: [Br:1][C:2]1[N:7]=[C:6]2[NH:8][CH:9]=[C:10]([C:11]#[N:12])[C:5]2=[CH:4][CH:3]=1.Br[CH2:14][C:15]1[CH:20]=[CH:19][CH:18]=[C:17]([F:21])[CH:16]=1>>[Br:1][C:2]1[N:7]=[C:6]2[N:8]([CH2:14][C:15]3[CH:20]=[CH:19][CH:18]=[C:17]([F:21])[CH:16]=3)[CH:9]=[C:10]([C:11]#[N:12])[C:5]2=[CH:4][CH:3]=1. Procedure details: The title compound was prepared as described in Example 28A using 6-bromo-1H-pyrrolo[2,3-b]pyridine-3-carbonitrile in place of 6-bromo-1H-pyrrolo[3,2-b]pyridine-3-carbonitrile and using 1-(bromomethyl)-3-fluorobenzene in place of 4-(bromomethyl)tetrahydro-2H-pyran. Reactants: CCCNC(=O)Nc1ccc(Oc2ncnc3cc(OCCCBr)c(OC)cc23)cc1Cl, O=C([O-])[O-], CN(C)C=O, [K+], [K+], O, Sc1ccncc1. Product: CCCNC(=O)Nc1ccc(Oc2ncnc3cc(OCCCSc4ccncc4)c(OC)cc23)cc1Cl. As a reaction SMILES: [Br:1][CH2:2][CH2:3][CH2:4][O:5][c:6]1[c:7]([O:31][CH3:32])[cH:8][c:9]2[c:10]([O:16][c:17]3[cH:18][c:19]([Cl:30])[c:20]([NH:23][C:24](=[O:25])[NH:26][CH2:27][CH2:28][CH3:29])[cH:21][cH:22]3)[n:11][cH:12][n:13][c:14]2[cH:15]1.[C:33](=[O:34])([O-:35])[O-:36].[CH3:47][N:48]([CH3:49])[CH:50]=[O:51].[K+:37].[K+:38].[OH2:46].[SH:39][c:40]1[cH:41][cH:42][n:43][cH:44][cH:45]1>>[CH2:2]([CH2:3][CH2:4][O:5][c:6]1[c:7]([O:31][CH3:32])[cH:8][c:9]2[c:10]([O:16][c:17]3[cH:18][c:19]([Cl:30])[c:20]([NH:23][C:24](=[O:25])[NH:26][CH2:27][CH2:28][CH3:29])[cH:21][cH:22]3)[n:11][cH:12][n:13][c:14]2[cH:15]1)[S:39][c:40]1[cH:41][cH:42][n:43][cH:44][cH:45]1. Starting materials: CCN=C=NCCCN(C)C.Cl (N-(3-dimethylaminopropyl)-N-ethylcarbodimide hydrochloride), ice, ClC1=C(C=CC(=C1)Cl)CCNC1=CC(=NC(=N1)OC)C=1C=C(C=CC1)C(C(=O)O)(C)C (2-(3-{6-[2-(2,4-dichloro-phenyl)-ethylamino]-2-methoxy-pyrimidin-4-yl}-phenyl)-2-methyl-propionic acid), C(C)S(=O)(=O)N (ethanesulfonamide). Reagents/catalysts: CN(C1=CC=NC=C1)C (4-Dimethylaminopyridine). Run in C(Cl)Cl (DCM). Run at temperature 60 celsius, time 8 hour. Product: ClC1=C(C=CC(=C1)Cl)CCNC1=CC(=NC(=N1)OC)C=1C=C(C=CC1)C(C(=O)NS(=O)(=O)CC)(C)C (ethanesulfonic acid [2-(3-{6-[2-(2,4-dichloro-phenyl)-ethylamino]-2-methoxy-pyrimidin-4-yl}-phenyl)-2-methyl-propionyl]-amide). The yield is 55.2%. As a reaction SMILES: CCN=C=NCCCN(C)C.Cl.[Cl:13][C:14]1[CH:19]=[C:18]([Cl:20])[CH:17]=[CH:16][C:15]=1[CH2:21][CH2:22][NH:23][C:24]1[N:29]=[C:28]([O:30][CH3:31])[N:27]=[C:26]([C:32]2[CH:33]=[C:34]([C:38]([CH3:43])([CH3:42])[C:39]([OH:41])=O)[CH:35]=[CH:36][CH:37]=2)[CH:25]=1.[CH2:44]([S:46]([NH2:49])(=[O:48])=[O:47])[CH3:45]>CN(C)C1C=CN=CC=1.C(Cl)Cl>[Cl:13][C:14]1[CH:19]=[C:18]([Cl:20])[CH:17]=[CH:16][C:15]=1[CH2:21][CH2:22][NH:23][C:24]1[N:29]=[C:28]([O:30][CH3:31])[N:27]=[C:26]([C:32]2[CH:33]=[C:34]([C:38]([CH3:43])([CH3:42])[C:39]([NH:49][S:46]([CH2:44][CH3:45])(=[O:48])=[O:47])=[O:41])[CH:35]=[CH:36][CH:37]=2)[CH:25]=1 |f:0.1|. Reported procedure: N-(3-dimethylaminopropyl)-N-ethylcarbodimide hydrochloride (44 mg, 0.23 mmol) is added to a stirred ice cold solution of 2-(3-{6-[2-(2,4-dichloro-phenyl)-ethylamino]-2-methoxy-pyrimidin-4-yl}-phenyl)-2-methyl-propionic acid (100 mg, 0.22 mmol), ethanesulfonamide (25 mg, 0.23 mmol) and 4-Dimethylaminopyridine (27 mg, 0.22 mmol) in dry DCM under nitrogen atmosphere. The ice bath is removed and the reaction mixture is stirred overnight at 60° C. The volatiles are removed under reduced pressure, the... Starting materials: C(C)N(C1=CC=C(C=C1)N1C(C2=CC=CC=3C2=C(C1=O)C=CC3[N+](=O)[O-])=O)CCO (2-{4-[ethyl(2-hydroxyethyl)amino]phenyl}-6-nitro-1H-benzo[de]isoquinolin-1,3(2H)-dione), P(Br)(Br)Br (phosphorus tribromide). Solvent: C(Cl)(Cl)Cl (chloroform). Yields the product BrCCN(C1=CC=C(C=C1)N1C(C2=CC=CC=3C2=C(C1=O)C=CC3[N+](=O)[O-])=O)CC (2-{4-[(2-bromoethyl)(ethyl)amino]phenyl}-6-nitro-1H-benzo-[de]isoquinolin-1,3-(2H)-dione). RXN SMILES: [CH2:1]([N:3]([CH2:28][CH2:29]O)[C:4]1[CH:9]=[CH:8][C:7]([N:10]2[C:19](=[O:20])[C:18]3[CH:21]=[CH:22][C:23]([N+:24]([O-:26])=[O:25])=[C:16]4[C:17]=3[C:12](=[CH:13][CH:14]=[CH:15]4)[C:11]2=[O:27])=[CH:6][CH:5]=1)[CH3:2].P(Br)(Br)[Br:32]>C(Cl)(Cl)Cl>[Br:32][CH2:29][CH2:28][N:3]([CH2:1][CH3:2])[C:4]1[CH:9]=[CH:8][C:7]([N:10]2[C:19](=[O:20])[C:18]3[CH:21]=[CH:22][C:23]([N+:24]([O-:26])=[O:25])=[C:16]4[C:17]=3[C:12](=[CH:13][CH:14]=[CH:15]4)[C:11]2=[O:27])=[CH:6][CH:5]=1. Procedure details: 1.5 g (3.7 mmol) of 2-{4-[ethyl(2-hydroxyethyl)amino]phenyl}-6-nitro-1H-benzo[de]isoquinolin-1,3(2H)-dione was dissolved in 80 mL of chloroform and heated to a boil. Then, 10.7 mL (11.1 mmol) of phosphorus tribromide was added dropwise within 20 minutes, and the solution was heated at reflux for an additional 2 hours. The mixture was then poured onto ice, and the aqueous phase was extracted with chloroform. The combined organic phases were dried over magnesium sulfate. The purification was perfo... Reactants: C1CCC(CC1)N=C=NC2CCCCC2 (DCC), N1C(=NCC1)NC1=CC=C(C(=O)O)C=C1 (4-[(4,5-dihydro-1H-imidazol-2-yl)amino]benzoic acid), CS(=O)(=O)[O-] (methanesulfonate), CS(=O)(=O)[O-] (methanesulfonate), C(N)(=N)C=1C=C2C=CC(=C(C2=CC1)CC(=O)OC)O (6-amidino-1-methoxycarbonylmethyl-2-naphthol). The reagents and catalysts are CN(C)C=1C=CN=CC1 (DMAP). Run in N1=CC=CC=C1 (pyridine), C(C)C(=O)C.O.C(C)(=O)O (methyl ethyl ketone water acetic acid). Reaction conditions: time 2 hour. Yields the product N1C(=NCC1)NC1=CC=C(C(=O)OC2=C(C3=CC=C(C=C3C=C2)C(N)=N)CC(=O)OC)C=C1 (6-amidino-1-methoxycarbonylmethyl-2-naphthyl 4-[(4,5-dihydro-1H-imidazol-2-yl)amino]benzoate). Yield: 27.1%. RXN SMILES: [NH:1]1[CH2:5][CH2:4][N:3]=[C:2]1[NH:6][C:7]1[CH:15]=[CH:14][C:10]([C:11]([OH:13])=[O:12])=[CH:9][CH:8]=1.CS([O-])(=O)=O.[C:21]([C:24]1[CH:25]=[C:26]2[C:31](=[CH:32][CH:33]=1)[C:30]([CH2:34][C:35]([O:37][CH3:38])=[O:36])=[C:29](O)[CH:28]=[CH:27]2)(=[NH:23])[NH2:22].C1CCC(N=C=NC2CCCCC2)CC1>CN(C1C=CN=CC=1)C.C(C(C)=O)C.O.C(O)(=O)C.N1C=CC=CC=1>[NH:3]1[CH2:4][CH2:5][N:1]=[C:2]1[NH:6][C:7]1[CH:8]=[CH:9][C:10]([C:11]([O:13][C:29]2[CH:28]=[CH:27][C:26]3[C:31](=[CH:32][CH:33]=[C:24]([C:21](=[NH:22])[NH2:23])[CH:25]=3)[C:30]=2[CH2:34][C:35]([O:37][CH3:38])=[O:36])=[O:12])=[CH:14][CH:15]=1 |f:5.6.7|. Procedure details: 60 Milliliters of 20% hydrous pyridine was added to 2.8 g of 4-[(4,5-dihydro-1H-imidazol-2-yl)amino]benzoic acid.methanesulfonate, 3.0 g of 6-amidino-1-methoxycarbonylmethyl-2-naphthol.methanesulfonate, 4.19 g of DCC and 103.4 mg of DMAP, followed by stirring for 2 hours under cooling with ice and 48 hours at room temperature. The precipitate was filtered and the filtrate was concentrated under reduced pressure. To the residue was added 15 ml of DMF. The solution was added dropwise to a mixed li... The reactants are CN1C(C(C(CC1)=O)C(=O)OCC)=O (ethyl 1-methyl-2,4-dioxopiperidine-3-carboxylate), [Na] (sodium), C(C)OC(CCN(C(CC(=O)OCC)=O)C)=O (ethyl 3-((3-ethoxy-3-oxopropyl)(methyl)amino)-3-oxopropanoate). The solvent is CCOCC (Et2O), C(C)O (ethanol), C(C)O (ethanol). Conditions: temperature 80 celsius. Yields the product CN1C(CC(CC1)=O)=O (1-METHYLPIPERIDINE-2,4-DIONE). As a reaction SMILES: [Na].C(OC(=O)[CH2:6][CH2:7][N:8]([CH3:17])[C:9](=[O:16])[CH2:10][C:11]([O:13]CC)=O)C.CN1CCC(=O)C(C(OCC)=O)C1=O>C(O)C.CCOCC>[CH3:17][N:8]1[CH2:7][CH2:6][C:11](=[O:13])[CH2:10][C:9]1=[O:16] |^1:0|. Procedure: Into a 50-mL round bottomed flask was added ethanol (4 mL) under argon, followed by sodium (0.121 g, 5.25 mmol). The mixture was stirred at room temperature for 15 min, during which a solution of ethyl 3-((3-ethoxy-3-oxopropyl)(methyl)amino)-3-oxopropanoate (1.17 g, 4.77 mmol) in ethanol (5 mL) was added. The resulting clear, colorless mixture was heated at 80° C. for 1 h, during which LC-MS indicated completion of reaction and a clean conversion to the desired ethyl 1-methyl-2,4-dioxopiperidine...